Dataset: the Open Reaction Database (ORD), a public repository of structured organic reaction records. Task: describe an organic reaction: reactants, conditions, products, and yield Reactants: O1CCCC1 (tetrahydrofuran), C(#N)C1=CC2=C(SC(=C2)C=O)C=C1 (5-cyanobenzo[b]thiophene-2-carbaldehyde), [Cl-].C(C)OC=1C(=CC(=C(C1)C1=C(C=CC=C1)[P+](C1=CC=CC=C1)(C1=CC=CC=C1)C)CCC(=O)OCC)OC ([5-ethoxy-2-(2-ethoxycarbonylethyl)-4-methoxyphenyl]-methyltriphenylphosphonium chloride), C1CCC2=NCCCN2CC1 (1,8-diazabicyclo[5.4.0]-7-undecene). Solvent: C(C)O (ethanol). Conditions: time 18 hour. Product: C(#N)C1=CC2=C(SC(=C2)CCC2=C(C=C(C(=C2)OCC)OC)CCC(=O)OCC)C=C1 (ethyl 3-[2-[2-(5-cyanobenzo-[b]thien-2-yl)ethyl]-4-ethoxy-5-methoxyphenyl]propionate). The yield is 34.2%. Reaction SMILES: O1CCCC1.[C:6]([C:8]1[CH:18]=[CH:17][C:11]2[S:12][C:13]([CH:15]=O)=[CH:14][C:10]=2[CH:9]=1)#[N:7].[Cl-].[CH2:20]([O:22][C:23]1[C:24]([O:56][CH3:57])=[CH:25][C:26]([CH2:49][CH2:50][C:51]([O:53][CH2:54][CH3:55])=[O:52])=[C:27]([C:29]2C=CC=CC=2[P+](C)(C2C=CC=CC=2)C2C=CC=CC=2)[CH:28]=1)[CH3:21].C1CCN2C(=NCCC2)CC1>C(O)C>[C:6]([C:8]1[CH:18]=[CH:17][C:11]2[S:12][C:13]([CH2:15][CH2:29][C:27]3[CH:28]=[C:23]([O:22][CH2:20][CH3:21])[C:24]([O:56][CH3:57])=[CH:25][C:26]=3[CH2:49][CH2:50][C:51]([O:53][CH2:54][CH3:55])=[O:52])=[CH:14][C:10]=2[CH:9]=1)#[N:7] |f:2.3|. Procedure details: 9.3 g of ethyl 3-(4-ethoxy-3-methoxyphenyl)-propionate obtained in the above step c) was dissolved in 10 ml of acetic acid, followed by adding 7.4 g of chloromethyl methyl ether and subsequently stirring at room temperature for 22 hours. The resulting reaction solution was poured into ice water, extracted with ethyl acetate, washed with water and then dried to distill off the solvent. The residue thus obtained was dissolved in 10 ml of xylene, and the solution was mixed with 8.54 g of triphenylp... Reagents/catalysts: C=1C=CC(=CC1)/C=C/C(=O)/C=C/C2=CC=CC=C2.C=1C=CC(=CC1)/C=C/C(=O)/C=C/C2=CC=CC=C2.C=1C=CC(=CC1)/C=C/C(=O)/C=C/C2=CC=CC=C2.[Pd].[Pd] (Pd2 dba3). The reactants are BrC1=CC2=C(N=CN2)C=C1 (5-bromobenzimidazole), C[Si](C)(C)[N-][Si](C)(C)C.[Li+] (lithiumbis(trimethylsilyl)amide), C1CCOC1 (THF), C1(=CC=CC=C1)CCN (phenylethylamine), C1(CCCCC1)P(C1=C(C=CC=C1)C1=C(C=CC=C1)N(C)C)C1CCCCC1 (2-dicyclohexylphosphino-2′-(N,N-dimethylamino)biphenyl). The product is C(CC1=CC=CC=C1)NC1=CC2=C(NC=N2)C=C1 (N-Phenethyl-1H-benzo[d]imidazol-5-amine). Procedure: The compound was synthesized starting from 5-bromobenzimidazole (200 mg; 1 mmol; 1 eq.), phenylethylamine (146 mg; 0.152 ml; 1.2 mmol; 1.2 eq.), 2-dicyclohexylphosphino-2′-(N,N-dimethylamino)biphenyl (9 mg; 0.024 mmol; 0.024 eq.; 2.4 mol %), Pd2 dba3 (9 mg; 0.01 mmol; 0.01 eq.; 1 mol %) and lithiumbis(trimethylsilyl)amide 1 M in THF (2.2 ml; 2.2 mmol; 2.2 eq.) according to method 1; Yield: 0.051 g (21.5%); MS m/z: 238.3 [M+H]+; 1H-NMR (500 MHz, DMSO d6): δ 2.86 (t, 2H, 3J=7.6 Hz); 3.25 (t, 2H, 3... As a reaction SMILES: Br[C:2]1[CH:10]=[CH:9][C:5]2[N:6]=[CH:7][NH:8][C:4]=2[CH:3]=1.[C:11]1([CH2:17][CH2:18][NH2:19])[CH:16]=[CH:15][CH:14]=[CH:13][CH:12]=1.C1(P(C2CCCCC2)C2C=CC=CC=2C2C=CC=CC=2N(C)C)CCCCC1.C[Si]([N-][Si](C)(C)C)(C)C.[Li+].C1COCC1>C1C=CC(/C=C/C(/C=C/C2C=CC=CC=2)=O)=CC=1.C1C=CC(/C=C/C(/C=C/C2C=CC=CC=2)=O)=CC=1.C1C=CC(/C=C/C(/C=C/C2C=CC=CC=2)=O)=CC=1.[Pd].[Pd]>[CH2:18]([NH:19][C:2]1[CH:10]=[CH:9][C:5]2[NH:6][CH:7]=[N:8][C:4]=2[CH:3]=1)[CH2:17][C:11]1[CH:16]=[CH:15][CH:14]=[CH:13][CH:12]=1 |f:3.4,6.7.8.9.10|. Reactants: [C-]#N.[Na+] (sodium cyanide), BrCC1=CC2=C(C(C3=C(C=C2)C=CC=C3)=O)C=C1 (2-bromomethyl-5H-dibenzo[a,d]cyclohepten-5-one), CC(C#N)(O)C (acetone cyanohydrin). The solvent is CCOCC (ether). Product: C1=C(C=CC=2C(C3=C(C=CC21)C=CC=C3)=O)C(C#N)C (2-(5H-dibenzo[a,d]cyclohepten-5-on-2-yl)propionitrile). As a reaction SMILES: [C-]#N.[Na+].BrC[C:6]1[CH:21]=[CH:20][C:9]2[C:10](=[O:19])[C:11]3[CH:18]=[CH:17]C=[CH:15][C:12]=3[CH:13]=[CH:14][C:8]=2[CH:7]=1.[CH3:22][C:23]([CH3:27])(O)[C:24]#[N:25]>CCOCC>[CH:15]1[C:12]2[CH:13]=[CH:14][C:8]3[CH:7]=[CH:6][CH:21]=[CH:20][C:9]=3[C:10](=[O:19])[C:11]=2[CH:18]=[CH:17][C:22]=1[CH:23]([CH3:27])[C:24]#[N:25] |f:0.1|. Procedure: 12.0 Gm. of sodium cyanide and 6.0 gm. of 2-bromomethyl-5H-dibenzo[a,d]cyclohepten-5-one are stirred at 100° C. for 40 minutes in 150 ml. of acetone cyanohydrin. The mixture is cooled and poured into ether. The ethereal layer is washed with water, dried and evaporated. The residue is chromatographed on 350 gm. of silica gel, eluting with hexane/ethyl acetate (3:2) to obtain 8.8 gm., 78%, of 5H-dibenzo[a,d]cyclohepten-5-on-2-yl acetonitrile which is recrystallized from ethyl acetate/hexane, m.p. ... Starting materials: CN(CCN(C(C=CC1=CC(=C(C=C1)O)OC)=O)[C@@H]1CC[C@H](CC1)C)C (N-(2-dimethylaminoethyl)-N-(trans-4-methylcyclohexyl)-4-hydroxy-3-methoxycinnamamide), [H][H] (hydrogen). Reagents/catalysts: [C].[Pd] (palladium-carbon). The solvent is CO (methanol). Run at time 16 hour. The product is CN(CCN(C(CCC1=CC(=C(C=C1)O)OC)=O)[C@@H]1CC[C@H](CC1)C)C (N-(2-dimethylaminoethyl)-N-(trans-4-methylcyclohexyl)-3-(4-hydroxy-3-methoxyphenyl)propionamide). The yield is 93.5%. Reaction SMILES: [CH3:1][N:2]([CH3:26])[CH2:3][CH2:4][N:5]([C@H:19]1[CH2:24][CH2:23][C@H:22]([CH3:25])[CH2:21][CH2:20]1)[C:6](=[O:18])[CH:7]=[CH:8][C:9]1[CH:14]=[CH:13][C:12]([OH:15])=[C:11]([O:16][CH3:17])[CH:10]=1.[H][H]>CO.[C].[Pd]>[CH3:26][N:2]([CH3:1])[CH2:3][CH2:4][N:5]([C@H:19]1[CH2:24][CH2:23][C@H:22]([CH3:25])[CH2:21][CH2:20]1)[C:6](=[O:18])[CH2:7][CH2:8][C:9]1[CH:14]=[CH:13][C:12]([OH:15])=[C:11]([O:16][CH3:17])[CH:10]=1 |f:3.4|. Reported procedure: 0.05 g of 10% palladium-carbon was added to a solution of 1 g of N-(2-dimethylaminoethyl)-N-(trans-4-methylcyclohexyl)-4-hydroxy-3-methoxycinnamamide (Example 79) in 60 ml of methanol. Under normal-pressure hydrogen gas, the solution was vigorously stirred. After 16 hours, the reaction was ceased, the catalyst was filtered out, and the solvent was removed in vacuo from the filtrate. The product obtained was recrystallized from methylene chloride/ether, yielding 0.94 g of N-(2-dimethylaminoethyl)... Starting materials: C(C)OC(CCCOC1=C(C(=CC=C1)CCCCCC=O)CCC(=O)OCC)=O (4-[2-(2-Ethoxycarbonyl-ethyl)-3-(6-oxo-hexyl)-phenoxy]-butyric acid ethyl ester), C([O-])([O-])=O.[K+].[K+] (potassium carbonate), C/C(=C(\[N+]#N)/P(=O)(OC)OC)/[O-] (Ohira's reagent). Run in CO (MeOH), CO (MeOH). Conditions: time 5 hour. Product: COC(CCCOC1=C(C(=CC=C1)CCCCCC#C)CCC(=O)OC)=O (4-[3-Hept-6-ynyl-2-(2-methoxycarbonyl-ethyl)-phenoxy]-butyric acid methyl ester). The yield is 71.3%. As a reaction SMILES: [CH2:1]([O:3][C:4](=[O:29])[CH2:5][CH2:6][CH2:7][O:8][C:9]1[CH:14]=[CH:13][CH:12]=[C:11]([CH2:15][CH2:16][CH2:17][CH2:18][CH2:19][CH:20]=O)[C:10]=1[CH2:22][CH2:23][C:24]([O:26][CH2:27]C)=[O:25])C.[C:30](=O)([O-])[O-].[K+].[K+].C/C(/[O-])=C(/P(OC)(OC)=O)\[N+]#N>CO>[CH3:1][O:3][C:4](=[O:29])[CH2:5][CH2:6][CH2:7][O:8][C:9]1[CH:14]=[CH:13][CH:12]=[C:11]([CH2:15][CH2:16][CH2:17][CH2:18][CH2:19][C:20]#[CH:30])[C:10]=1[CH2:22][CH2:23][C:24]([O:26][CH3:27])=[O:25] |f:1.2.3|. Procedure: To a 0° C. solution of 4-[2-(2-Ethoxycarbonyl-ethyl)-3-(6-oxo-hexyl)-phenoxy]-butyric acid ethyl ester (7.0 g, 17.24 mmol) and potassium carbonate (7.14 g, 51.72 mmol) in MeOH (200 mL), the Ohira's reagent (ref. cited in Synlett, 1996, 521) (6.3 g, 32.8 mmol) in MeOH (50 mL) was added slowly. The cooling bath was removed upon the end of addition and the reaction mixture stirred at room temperature for 5 hr. The reaction was then extracted with EtOAc and brine. The combined organic layers were dr... Reactants: CC=1N=CN(C1)C1=CC=C(C=C1)[N+](=O)[O-] (4-(4-methyl-1H-imidazol-1-yl)nitrobenzene), [OH-].[K+] (KOH), [OH-].[K+] (KOH), O.O.Cl[Sn]Cl (SnCl2.2H2O). Solvent: C(C)O (ethanol). Conditions: temperature 0 celsius, time 2 hour. Product: CC=1N=CN(C1)C1=CC=C(N)C=C1 (4-(4-methyl-1H-imidazol-1-yl)aniline). The yield is 10152.9%. As a reaction SMILES: [CH3:1][C:2]1[N:3]=[CH:4][N:5]([C:7]2[CH:12]=[CH:11][C:10]([N+:13]([O-])=O)=[CH:9][CH:8]=2)[CH:6]=1.O.O.Cl[Sn]Cl.[OH-].[K+]>C(O)C>[CH3:1][C:2]1[N:3]=[CH:4][N:5]([C:7]2[CH:12]=[CH:11][C:10]([NH2:13])=[CH:9][CH:8]=2)[CH:6]=1 |f:1.2.3,4.5|. Procedure: 4-(4-methyl-1H-imidazol-1-yl)nitrobenzene (22.5 g; 0.87 mmol) is dissolved in abs. ethanol (250 mL), then SnCl2.2H2O (125 g; 0.55 mol) is added portion-wise, on cooling at 0° C. The resulting mixture is stirred at r.t. for 2 hours and heated at reflux overnight. The reaction mixture is then cooled at r.t. and the pH is adjusted to 12, by adding 30% KOH (500 mL), then KOH pellets under stirring. The resulting suspension is filtered and the cake is washed with ethanol, the combined filtrate and wa... Starting materials: FC(C(=O)NC=1C=C2C3(C(N(C2=CC1)C)=O)CC3)(F)F (2,2,2-trifluoro-N-(1′-methyl-2′-oxo-spiro[cyclopropane-1,3′-indole]-5′-yl)-acetamide), [N+](=O)(O)[O-] (nitric acid). Solvent: O (water), C(C)(=O)O (acetic acid). Conditions: time 1 hour. Yields the product FC(C(=O)NC=1C=C2C3(C(N(C2=CC1[N+](=O)[O-])C)=O)CC3)(F)F (2,2,2-Trifluoro-N-(1′-methyl-6′-nitro-2′-oxo-spiro[cyclopropane-1,3′-indole]-5′-yl)-acetamide). Reaction SMILES: [F:1][C:2]([F:20])([F:19])[C:3]([NH:5][C:6]1[CH:7]=[C:8]2[C:12](=[CH:13][CH:14]=1)[N:11]([CH3:15])[C:10](=[O:16])[C:9]12[CH2:18][CH2:17]1)=[O:4].[N+:21]([O-])([OH:23])=[O:22]>C(O)(=O)C.O>[F:20][C:2]([F:1])([F:19])[C:3]([NH:5][C:6]1[CH:7]=[C:8]2[C:12](=[CH:13][C:14]=1[N+:21]([O-:23])=[O:22])[N:11]([CH3:15])[C:10](=[O:16])[C:9]12[CH2:17][CH2:18]1)=[O:4]. Procedure details: To a solution of 2,2,2-trifluoro-N-(1′-methyl-2′-oxo-spiro[cyclopropane-1,3′-indole]-5′-yl)-acetamide (2 g) in acetic acid (20 ml) at 15° C. is added nitric acid (fuming, 0.8 ml) over a period of 3 min. The mixture is stirred at this temperature for 1 h and then diluted with water. The aqueous layer is extracted with EtOAc. The combined organic layer is washed with water, saturated K2CO3 solution and brine, dried over MgSO4 and evaporated. The compound (2.25 g) is obtained as a brown semi-solid. Reactants: ClC=1C=C(C=C(C1OC1=CC=C(C=C1)OC)Cl)N1N=CC(NC1=O)=O (2-[3,5-dichloro-4-(4-methoxy-phenoxy)-phenyl]-2H-[1,2,4]triazine-3,5-dione), C1N2CN3CN1CN(C2)C3 (hexamethylenetetraamine), FC(C(=O)O)(F)F (trifluoroacetic acid). Run at time 30 minute. Yields the product ClC=1C=C(C=C(C1OC1=CC(=C(C=C1)OC)C=O)Cl)N1N=CC(NC1=O)=O (2-[3,5-Dichloro-4-(3-formyl-4-methoxy-phenoxy)-phenyl]-2H-[1,2,4]triazine-3,5-dione). Reaction SMILES: [Cl:1][C:2]1[CH:3]=[C:4]([N:18]2[C:23](=[O:24])[NH:22][C:21](=[O:25])[CH:20]=[N:19]2)[CH:5]=[C:6]([Cl:17])[C:7]=1[O:8][C:9]1[CH:14]=[CH:13][C:12]([O:15][CH3:16])=[CH:11][CH:10]=1.C1N2CN3CN(C2)CN1C3.FC(F)(F)[C:38](O)=[O:39]>>[Cl:1][C:2]1[CH:3]=[C:4]([N:18]2[C:23](=[O:24])[NH:22][C:21](=[O:25])[CH:20]=[N:19]2)[CH:5]=[C:6]([Cl:17])[C:7]=1[O:8][C:9]1[CH:14]=[CH:13][C:12]([O:15][CH3:16])=[C:11]([CH:38]=[O:39])[CH:10]=1. Procedure details: A solution of 2-[3,5-dichloro-4-(4-methoxy-phenoxy)-phenyl]-2H-[1,2,4]triazine-3,5-dione (1 g) and hexamethylenetetraamine (0.6 g) in trifluoroacetic acid (8 mL) was stirred at 70° C. for 18 h. The trifluoroacetic acid was removed in vacuo, water added and the resulting mixture was stirred for 30 min. The residue was extracted with ethyl acetate, the organic phase washed with water, brine, dried (Na2SO4), concentrated in vacuo and flash chromatographed on silica gel (35% acetone/hexanes) to affo...